From a dataset of the Open Reaction Database (ORD), a public repository of structured organic reaction records. describe an organic reaction: reactants, conditions, products, and yield Starting materials: CCN(CC1(C)COC(C)(C)N1C(=O)OC(C)(C)C)c1ccccc1, Cl. Product: CCN(CC(C)(N)CO)c1ccccc1. As a reaction SMILES: [C:1]([O:2][C:3](=[O:7])[N:8]1[C:4]([CH3:5])([CH3:6])[O:10][CH2:11][C:12]1([CH3:13])[CH2:14][N:15]([c:16]1[cH:17][cH:18][cH:19][cH:20][cH:21]1)[CH2:22][CH3:23])([CH3:9])([CH3:24])[CH3:25].[ClH:26]>>[NH2:8][C:12]([CH2:11][OH:10])([CH3:13])[CH2:14][N:15]([c:16]1[cH:17][cH:18][cH:19][cH:20][cH:21]1)[CH2:22][CH3:23].